From a dataset of the Open Reaction Database (ORD), a public repository of structured organic reaction records. describe an organic reaction: reactants, conditions, products, and yield Starting materials: ClCCCl, COc1nc(C=CC(=O)O)ccc1-n1cnc(C)c1, CCOC(C)=O, NN1CCCN(c2ccc(Cl)cc2)C1=O, CN(C)C=O, On1nnc2ccccc21. Yields the product COc1nc(C=CC(=O)NN2CCCN(c3ccc(Cl)cc3)C2=O)ccc1-n1cnc(C)c1. As a reaction SMILES: [CH2:16]([Cl:17])[CH2:18][Cl:19].[CH3:30][O:31][c:32]1[c:33](-[n:43]2[cH:44][n:45][c:46]([CH3:48])[cH:47]2)[cH:34][cH:35][c:36]([CH:38]=[CH:39][C:40](=[O:41])[OH:42])[n:37]1.[CH3:54][CH2:55][O:56][C:57](=[O:58])[CH3:59].[NH2:1][N:2]1[C:3](=[O:15])[N:4]([c:8]2[cH:9][cH:10][c:11]([Cl:14])[cH:12][cH:13]2)[CH2:5][CH2:6][CH2:7]1.[O:49]=[CH:50][N:51]([CH3:52])[CH3:53].[OH:20][n:21]1[c:22]2[c:23]([cH:24][cH:25][cH:26][cH:27]2)[n:28][n:29]1>>[NH:1]([N:2]1[C:3](=[O:15])[N:4]([c:8]2[cH:9][cH:10][c:11]([Cl:14])[cH:12][cH:13]2)[CH2:5][CH2:6][CH2:7]1)[C:40]([CH:39]=[CH:38][c:36]1[cH:35][cH:34][c:33](-[n:43]2[cH:44][n:45][c:46]([CH3:48])[cH:47]2)[c:32]([O:31][CH3:30])[n:37]1)=[O:41].